The task is: describe an organic reaction: reactants, conditions, products, and yield. This data is from the Open Reaction Database (ORD), a public repository of structured organic reaction records. Starting materials: Clc1ccncc1Br, Clc1ccccc1, O=[N+]([O-])c1cc(F)c(O)cc1F. Product: O=[N+]([O-])c1cc(F)c(Oc2ccncc2Br)cc1F. As a reaction SMILES: [Br:13][c:14]1[cH:15][n:16][cH:17][cH:18][c:19]1[Cl:20].[Cl:21][c:22]1[cH:23][cH:24][cH:25][cH:26][cH:27]1.[F:1][c:2]1[c:3]([OH:12])[cH:4][c:5]([F:11])[c:6]([N+:8](=[O:9])[O-:10])[cH:7]1>>[F:1][c:2]1[c:3]([O:12][c:19]2[c:14]([Br:13])[cH:15][n:16][cH:17][cH:18]2)[cH:4][c:5]([F:11])[c:6]([N+:8](=[O:9])[O-:10])[cH:7]1. Reactants: CC(C)(C)O, [Cl-], [Na+], [Na+], OO, CC1(C)CC(=O)CC(C)(C)N1O, O=S([O-])[O-]. Product: CC(C)(O)CON1C(C)(C)CC(=O)CC1(C)C. RXN SMILES: [C:22]([CH3:23])([CH3:24])([CH3:25])[OH:26].[Cl-:15].[Na+:20].[Na+:21].[OH:1][OH:2].[OH:3][N:4]1[C:5]([CH3:13])([CH3:14])[CH2:6][C:7](=[O:12])[CH2:8][C:9]1([CH3:10])[CH3:11].[S:16]([O-:17])([O-:18])=[O:19]>>[O:3]([N:4]1[C:5]([CH3:13])([CH3:14])[CH2:6][C:7](=[O:12])[CH2:8][C:9]1([CH3:10])[CH3:11])[CH2:23][C:22]([CH3:24])([CH3:25])[OH:26]. The reactants are C1=CC=CC=C1 (benzene), C(C)(=O)Br (acetyl bromide), C(C)(=O)OC[C@H]1OCO[C@@H]1COC(C)=O ((4R,5R)-4,5-bis(acetoxymethyl)-1,3-dioxolane), ice water. The reagents and catalysts are [Cl-].[Zn+2].[Cl-] (zinc chloride). Yields the product BrCO[C@H](COC(C)=O)[C@@H](COC(C)=O)OC(C)=O ((2R,3R)-2-bromomethoxy-1,3,4-triacetoxybutane). RXN SMILES: [C:1]([Br:4])(=[O:3])C.[C:5]([O:8][CH2:9][C@@H:10]1[C@@H:14]([CH2:15][O:16][C:17](=[O:19])[CH3:18])[O:13][CH2:12][O:11]1)(=[O:7])[CH3:6].[CH:20]1C=CC=CC=1>[Cl-].[Zn+2].[Cl-]>[Br:4][CH2:1][O:3][C@@H:10]([C@H:14]([O:13][C:12](=[O:11])[CH3:20])[CH2:15][O:16][C:17](=[O:19])[CH3:18])[CH2:9][O:8][C:5](=[O:7])[CH3:6] |f:3.4.5|. Procedure details: A mixture of 25.0 g of acetyl bromide and 42.0 g of (4R,5R)-4,5-bis(acetoxymethyl)-1,3-dioxolane obtained in Example 4 was stirred under cooling with ice, and 1.0 g of anhydrous zinc chloride was added to it. After the reaction for 30 minutes, the ice water bath was dismantled and the mixture was stirred for a further one hour while stirring at room temperature. After the reaction, 50 ml of benzene was added to separate insoluble matters by filtration, and the benzene was evaporated at a low tem... As a reaction SMILES: [C:22]([CH3:23])([CH3:24])([CH3:25])[O:26][C:27](=[O:28])[N:29]1[CH2:30][CH2:31][NH:32][CH2:33][CH2:34]1.[CH3:35][CH2:36][O:37][C:38](=[O:39])[CH3:40].[Cl:1][c:2]1[n:3][c:4]2[n:5]([CH3:21])[c:6](=[O:20])[n:7]([CH3:19])[c:8](=[O:18])[c:9]2[n:10]1-[c:11]1[c:12]([Cl:17])[cH:13][cH:14][cH:15][cH:16]1>>[c:2]1([N:32]2[CH2:31][CH2:30][N:29]([C:27]([O:26][C:22]([CH3:23])([CH3:24])[CH3:25])=[O:28])[CH2:34][CH2:33]2)[n:3][c:4]2[n:5]([CH3:21])[c:6](=[O:20])[n:7]([CH3:19])[c:8](=[O:18])[c:9]2[n:10]1-[c:11]1[c:12]([Cl:17])[cH:13][cH:14][cH:15][cH:16]1. Reactants: CC(C)(C)OC(=O)N1CCNCC1, CCOC(C)=O, Cn1c(=O)c2c(nc(Cl)n2-c2ccccc2Cl)n(C)c1=O. Yields the product Cn1c(=O)c2c(nc(N3CCN(C(=O)OC(C)(C)C)CC3)n2-c2ccccc2Cl)n(C)c1=O. The reactants are CCc1c(Oc2cc(C)cc(C)c2)[nH]c(=O)[nH]c1=O, Fc1cc(F)cc(CBr)c1. The product is CCc1c(Oc2cc(C)cc(C)c2)n(Cc2cc(F)cc(F)c2)c(=O)[nH]c1=O. Reaction SMILES: [CH2:1]([CH3:2])[c:3]1[c:4](=[O:19])[nH:5][c:6](=[O:18])[nH:7][c:8]1[O:9][c:10]1[cH:11][c:12]([CH3:17])[cH:13][c:14]([CH3:16])[cH:15]1.[F:20][c:21]1[cH:22][c:23]([CH2:24][Br:25])[cH:26][c:27]([F:29])[cH:28]1>>[CH2:1]([CH3:2])[c:3]1[c:4](=[O:19])[nH:5][c:6](=[O:18])[n:7]([CH2:24][c:23]2[cH:22][c:21]([F:20])[cH:28][c:27]([F:29])[cH:26]2)[c:8]1[O:9][c:10]1[cH:11][c:12]([CH3:17])[cH:13][c:14]([CH3:16])[cH:15]1. RXN SMILES: [C:1]1([CH3:16])[CH:6]=[CH:5][C:4]([N:7]2[C:11](=[O:12])[CH2:10][CH:9]([C:13]([OH:15])=[O:14])[CH2:8]2)=[CH:3][CH:2]=1.[CH3:17]O.S(=O)(=O)(O)O>C(Cl)Cl>[C:1]1([CH3:16])[CH:2]=[CH:3][C:4]([N:7]2[C:11](=[O:12])[CH2:10][CH:9]([C:13]([O:15][CH3:17])=[O:14])[CH2:8]2)=[CH:5][CH:6]=1. Solvent: C(Cl)Cl (methylene chloride). Procedure details: 1-(4-Tolyl)-5-oxo-3-pyrrolidinecarboxylic acid (45.50 g) is suspended in methylene chloride (460 ml) and thereto are added methanol (50.5 ml) and conc. sulfuric acid (0.77 ml) and the mixture is refluxed for 19 hours. After cooling, the reaction mixture is concentrated under reduced pressure and the resulting residue is neutralized by adding water and aqueous sodium hydrogen carbonate solution thereto. The precipitated crystal is collected by filtration and washed with water to give the desired ... Product: C1(=CC=C(C=C1)N1CC(CC1=O)C(=O)OC)C (Methyl 1-(4-tolyl)-5-oxo-3-pyrrolidinecarboxylate). The reactants are C1(=CC=C(C=C1)N1CC(CC1=O)C(=O)O)C (1-(4-Tolyl)-5-oxo-3-pyrrolidinecarboxylic acid), CO (methanol), S(O)(O)(=O)=O (sulfuric acid). The reactants are CC(C)(C)OC(N)=O, O=C([O-])[O-], C1COCCO1, CC(=O)O, CCc1nc2c(F)ccc(OCC(=O)OC)c2c(OC(F)F)c1Cc1ccc(Br)cc1, [Cs+], [Cs+], O=C(C=Cc1ccccc1)C=Cc1ccccc1, O=C(C=Cc1ccccc1)C=Cc1ccccc1, O=C(C=Cc1ccccc1)C=Cc1ccccc1, [Pd], [Pd]. Product: CCc1nc2c(F)ccc(OCC(=O)OC)c2c(OC(F)F)c1Cc1ccc(NC(=O)OC(C)(C)C)cc1. As a reaction SMILES: [C:32]([CH3:33])([CH3:34])([CH3:35])[O:36][C:37]([NH2:38])=[O:39].[C:40](=[O:41])([O-:42])[O-:43].[CH2:46]1[O:47][CH2:48][CH2:49][O:50][CH2:51]1.[CH3:108][C:109](=[O:110])[OH:111].[CH3:1][O:2][C:3]([CH2:4][O:5][c:6]1[c:7]2[c:8]([O:27][CH:28]([F:29])[F:30])[c:9]([CH2:19][c:20]3[cH:21][cH:22][c:23]([Br:26])[cH:24][cH:25]3)[c:10]([CH2:17][CH3:18])[n:11][c:12]2[c:13]([F:16])[cH:14][cH:15]1)=[O:31].[Cs+:44].[Cs+:45].[O:54]=[C:55]([CH:56]=[CH:57][c:58]1[cH:59][cH:60][cH:61][cH:62][cH:63]1)[CH:64]=[CH:65][c:66]1[cH:67][cH:68][cH:69][cH:70][cH:71]1.[O:72]=[C:73]([CH:74]=[CH:75][c:76]1[cH:77][cH:78][cH:79][cH:80][cH:81]1)[CH:82]=[CH:83][c:84]1[cH:85][cH:86][cH:87][cH:88][cH:89]1.[O:90]=[C:91]([CH:92]=[CH:93][c:94]1[cH:95][cH:96][cH:97][cH:98][cH:99]1)[CH:100]=[CH:101][c:102]1[cH:103][cH:104][cH:105][cH:106][cH:107]1.[Pd:52].[Pd:53]>>[CH3:1][O:2][C:3]([CH2:4][O:5][c:6]1[c:7]2[c:8]([O:27][CH:28]([F:29])[F:30])[c:9]([CH2:19][c:20]3[cH:21][cH:22][c:23]([NH:38][C:37]([O:36][C:32]([CH3:33])([CH3:34])[CH3:35])=[O:39])[cH:24][cH:25]3)[c:10]([CH2:17][CH3:18])[n:11][c:12]2[c:13]([F:16])[cH:14][cH:15]1)=[O:31]. Starting materials: C([O-])([O-])=O.[Na+].[Na+] (sodium carbonate), CNC1=CC=C(C(=O)O)C=C1 (4-(methylamino)benzoic acid), C(C1=CC=C(C=C1)OC)(=O)Cl (p-anisoyl chloride), Cl (hydrochloric acid). Run in C1CCOC1 (THF), O (water). Run at time 15 minute. Product: COC1=CC=C(C(=O)N(C)C2=CC=C(C(=O)O)C=C2)C=C1 (4-[N-(4-Methoxybenzoyl)-N-methylamino]benzoic acid). Yield: 51.3%. Reaction SMILES: C(=O)([O-])[O-].[Na+].[Na+].[CH3:7][NH:8][C:9]1[CH:17]=[CH:16][C:12]([C:13]([OH:15])=[O:14])=[CH:11][CH:10]=1.[C:18](Cl)(=[O:27])[C:19]1[CH:24]=[CH:23][C:22]([O:25][CH3:26])=[CH:21][CH:20]=1.Cl>O.C1COCC1>[CH3:26][O:25][C:22]1[CH:23]=[CH:24][C:19]([C:18]([N:8]([C:9]2[CH:17]=[CH:16][C:12]([C:13]([OH:15])=[O:14])=[CH:11][CH:10]=2)[CH3:7])=[O:27])=[CH:20][CH:21]=1 |f:0.1.2|. Reported procedure: Aqueous solution (50 ml) of sodium carbonate (23 g) was added to THF solution (50 ml) of 4-(methylamino)benzoic acid (5.0 g), and p-anisoyl chloride (5.6 g) was added dropwise to the solution under ice-cooling, which was stirred for 15 minutes, and then stirred at room temperature for 30 minutes. Concentrated hydrochloric acid was added to the reaction mixture under ice-cooling to make the water layer acidic, and extraction was conducted using ethyl acetate. The organic layer was washed with wat...